Dataset: the Open Reaction Database (ORD), a public repository of structured organic reaction records. Task: describe an organic reaction: reactants, conditions, products, and yield The reactants are ClC=1C=C(C=O)C=C(C1OC1=CC=C(C=C1)OC)Cl (3,5-dichloro-4-(4-methoxyphenoxy)benzaldehyde), Cl.NO (hydroxylamine hydrochloride), imine, C(#N)[BH3-].[Na+] (sodium cyanoborohydride), C(C)(=O)O (acetic acid). The solvent is N1=CC=CC=C1 (pyridine). Product: ClC=1C=C(CN(C=O)O)C=C(C1OC1=CC=C(C=C1)OC)Cl (N-[3,5-Dichloro-4-(4-methoxyphenoxy)benzyl]-N-hydroxy-formamide). RXN SMILES: [Cl:1][C:2]1[CH:3]=[C:4]([CH:7]=[C:8]([Cl:19])[C:9]=1[O:10][C:11]1[CH:16]=[CH:15][C:14]([O:17][CH3:18])=[CH:13][CH:12]=1)[CH:5]=O.Cl.[NH2:21][OH:22].C([BH3-])#N.[Na+].[C:27]([OH:30])(=O)C>N1C=CC=CC=1>[Cl:1][C:2]1[CH:3]=[C:4]([CH:7]=[C:8]([Cl:19])[C:9]=1[O:10][C:11]1[CH:16]=[CH:15][C:14]([O:17][CH3:18])=[CH:13][CH:12]=1)[CH2:5][N:21]([OH:22])[CH:27]=[O:30] |f:1.2,3.4|. Reported procedure: A solution of 3,5-dichloro-4-(4-methoxyphenoxy)benzaldehyde (170 mg, 0.572 mmol) and hydroxylamine hydrochloride (48 mg, 0.687 mmol) in 1 ml of pyridine was stirred for 1 h then all volatiles were removed in vacuo. The resulting imine intermediate was treated with sodium cyanoborohydride (122 mg, 1.944 mmol) in 2 ml of glacial acetic acid for 5 h. The reaction mixture was then quenched with water and neutralized with sodium bicarbonate powder, extracted with ethyl acetate and dried (sodium sulfa... The reactants are ClC1=C(C(=NN1C1=C(C=C(C=C1Cl)C(F)(F)F)Cl)C)C=O (5-Chloro-1-(2,6-dichloro-4-trifluoromethylphenyl)-3-methyl-1H-pyrazole-4-carboxaldehyde), [N-]=[N+]=[N-].[Na+] (sodium azide). The solvent is CS(=O)C (dimethyl sulphoxide). The product is NC1=C(C(=NN1C1=C(C=C(C=C1Cl)C(F)(F)F)Cl)C)C=O (5-amino-1-(2,6-dichloro- 4-trifluoromethylphenyl)-3-methyl-1H-pyrazole-4-carboxaldehyde). As a reaction SMILES: Cl[C:2]1[N:6]([C:7]2[C:12]([Cl:13])=[CH:11][C:10]([C:14]([F:17])([F:16])[F:15])=[CH:9][C:8]=2[Cl:18])[N:5]=[C:4]([CH3:19])[C:3]=1[CH:20]=[O:21].[N-:22]=[N+]=[N-].[Na+]>CS(C)=O>[NH2:22][C:2]1[N:6]([C:7]2[C:12]([Cl:13])=[CH:11][C:10]([C:14]([F:17])([F:16])[F:15])=[CH:9][C:8]=2[Cl:18])[N:5]=[C:4]([CH3:19])[C:3]=1[CH:20]=[O:21] |f:1.2|. Reported procedure: 5-Chloro-1-(2,6-dichloro-4-trifluoromethylphenyl)-3-methyl-1H-pyrazole-4-carboxaldehyde (1.2 g) and sodium azide (0.3 g) were heated at 70° under a nitrogen atmosphere in dimethyl sulphoxide (15 ml) for 8 hours. The solvent was removed in vacuo and the residue redissolved in methanol (20 ml) containing piperidine (1 ml). This mixture was cooled to 15° while hydrogen sulphide gas was bubbled in slowly for 3 hours. The mixture was worked up to give 5-amino-1-(2,6-dichloro- 4-trifluoromethylphenyl)... The reactants are C(C)(C)[Mg]Cl (isopropyl magnesium chloride), solution, C[Al](C)C (trimethylaluminum), BrC=1OC(=NN1)C (2-bromo-5-methyl-1,3,4-oxadiazole), C1(CC1)C\C(\C)=N/S(=O)C(C)(C)C ((Z)—N-(1-cyclopropylpropan-2-ylidene)-2-methylpropane-2-sulfinamide), CCCCCCC (heptane). The solvent is C1(=CC=CC=C1)C (toluene), C1CCOC1 (THF). Reaction conditions: temperature -15 celsius, time 30 minute. Product: C1(CC1)CC(C=1OC(=NN1)C)(C)NS(=O)C(C)(C)C (N-[2-cyclopropyl-1-methyl-1-(5-methyl-1,3,4-oxadiazol-2-yl)ethyl]-2-methyl-propane-2-sulfinamide). Yield: 59.5%. Reaction SMILES: Br[C:2]1[O:3][C:4]([CH3:7])=[N:5][N:6]=1.C([Mg]Cl)(C)C.[CH:13]1([CH2:16]/[C:17](=[N:19]\[S:20]([C:22]([CH3:25])([CH3:24])[CH3:23])=[O:21])/[CH3:18])[CH2:15][CH2:14]1.C[Al](C)C.CCCCCCC>C1COCC1.C1(C)C=CC=CC=1>[CH:13]1([CH2:16][C:17]([NH:19][S:20]([C:22]([CH3:23])([CH3:25])[CH3:24])=[O:21])([CH3:18])[C:2]2[O:3][C:4]([CH3:7])=[N:5][N:6]=2)[CH2:14][CH2:15]1. Procedure details: To a solution of 2-bromo-5-methyl-1,3,4-oxadiazole (CAN 864750-58-3, 0.5 g, 3.07 mmol) in dry THF (8 ml) cooled down to −15° C. under an argon atmosphere was added isopropyl magnesium chloride, lithium chloride complex (2.36 ml, 3.07 mmol). (During the addition the temperature was kept below −12° C.). The reaction was then stirred at −15° C. for 30 minutes followed by slow addition of a solution of (Z)—N-(1-cyclopropylpropan-2-ylidene)-2-methylpropane-2-sulfinamide (CAN 1426426-70-1, 618 mg, 3.0... Starting materials: C(C)(C)(C)OC(C1=CC(=C(C=C1)[N+](=O)[O-])CNC(C(O)C)=O)=O (t-butyl-4-nitro-3-[(2-hydroxy-N-methylacetylamino)methyl]benzoate). The reagents and catalysts are [Pd] (Pd/C). Solvent: CO (CH3OH), CCOC(=O)C (EtOAc). Reaction conditions: time 4 hour. The product is NC1=C(C=C(C(=O)OC(C)(C)C)C=C1)CNC(C(O)C)=O (tert-Butyl 4-amino-3-[(2-hydroxy-N-methylacetylamino)methyl]benzoate). As a reaction SMILES: [C:1]([O:5][C:6](=[O:23])[C:7]1[CH:12]=[CH:11][C:10]([N+:13]([O-])=O)=[C:9]([CH2:16][NH:17][C:18](=[O:22])[CH:19]([CH3:21])[OH:20])[CH:8]=1)([CH3:4])([CH3:3])[CH3:2]>CO.CCOC(C)=O.[Pd]>[NH2:13][C:10]1[CH:11]=[CH:12][C:7]([C:6]([O:5][C:1]([CH3:4])([CH3:3])[CH3:2])=[O:23])=[CH:8][C:9]=1[CH2:16][NH:17][C:18](=[O:22])[CH:19]([CH3:21])[OH:20]. Reported procedure: To a solution of t-butyl-4-nitro-3-[(2-hydroxy-N-methylacetylamino)methyl]benzoate (7.92 g, 23.15 mmole) in CH3OH (25 mL) and EtOAc (25 mL) in a Parr hydrogenation flask was added 10% Pd/C (0.20 g). The contents were shaken on a Parr shaker under H2 (50 psi) for 4 hours. The suspension was filtered through celite, concentrated under vacuum and washed with Et2O to afford the title compound as a light orange foam which was used without further purification: MS (ES) m/e 295 (M+H)+. The reactants are Cl[Si](C)(CC[Si](C[Si](C)(C)C)(C)C)C (2-chloro-2,5,5,7,7-pentamethyl-2,5,7-trisilaoctane), [H-].[H-].[H-].[H-].[Li+].[Al+3] (LiAlH4), [OH-].[Na+] (NaOH), O (water). The solvent is CCOCC (ether). Run at time 3 hour. Product: C[SiH](C)CC[Si](C[Si](C)(C)C)(C)C (2,5,5,7,7-pentamethyl-2,5,7-trisilaoctane). The yield is 92.7%. Reaction SMILES: Cl[Si:2]([CH3:14])([CH2:4][CH2:5][Si:6]([CH3:13])([CH3:12])[CH2:7][Si:8]([CH3:11])([CH3:10])[CH3:9])[CH3:3].[H-].[H-].[H-].[H-].[Li+].[Al+3].O.[OH-].[Na+]>CCOCC>[CH3:14][SiH:2]([CH2:4][CH2:5][Si:6]([CH3:13])([CH3:12])[CH2:7][Si:8]([CH3:11])([CH3:10])[CH3:9])[CH3:3] |f:1.2.3.4.5.6,8.9|. Procedure details: About 77.4 g (0.29 mol) of the chlorosilane described above were added dropwise to a suspension containing 3.2 g (0.084 mol) of LiAlH4 in 150 ml of absolute ether while stirring at 10°-30° C. over a period of 3 hours. Continuation of the reaction at room temperature for 4 hours was followed by cautious decomposition of the excess alanate with water, and the mixture was made basic with 10 ml of 5N NaOH and the phases were separated. After working up the ether phase, the distilled residue yielded ...